From a dataset of the Open Reaction Database (ORD), a public repository of structured organic reaction records. describe an organic reaction: reactants, conditions, products, and yield Starting materials: COc1cc2c(=O)n(COC(=O)C(C)(C)C)cnc2cc1OCCC1CCN(C)CC1, CO, N. Product: COc1cc2c(=O)[nH]cnc2cc1OCCC1CCN(C)CC1. RXN SMILES: [CH3:1][N:2]1[CH2:3][CH2:4][CH:5]([CH2:8][CH2:9][O:10][c:11]2[c:12]([O:30][CH3:31])[cH:13][c:14]3[c:15](=[O:29])[n:16]([CH2:21][O:22][C:23](=[O:24])[C:25]([CH3:26])([CH3:27])[CH3:28])[cH:17][n:18][c:19]3[cH:20]2)[CH2:6][CH2:7]1.[CH3:33][OH:34].[NH3:32]>>[CH3:1][N:2]1[CH2:3][CH2:4][CH:5]([CH2:8][CH2:9][O:10][c:11]2[c:12]([O:30][CH3:31])[cH:13][c:14]3[c:15](=[O:29])[nH:16][cH:17][n:18][c:19]3[cH:20]2)[CH2:6][CH2:7]1. Starting materials: N-Aryl-benzenesulfonamides, NC1=C(C=C(C=C1)Cl)C(=O)C1=NC=NC=C1 ((2-Amino-5-chloro-phenyl)-pyrimidin-4-yl-methanone), C(C)(C)(C)C1=CC=C(C=C1)S(=O)(=O)Cl (4-tert-butyl-benzenesulfonyl chloride). The product is C(C)(C)(C)C1=CC=C(C=C1)S(=O)(=O)NC1=C(C=C(C=C1)Cl)C(=O)C1=NC=NC=C1 (4-tert-Butyl-N-[4-chloro-2-(pyrimidine-4-carbonyl)-phenyl]-benzenesulfonamide). Reaction SMILES: [NH2:1][C:2]1[CH:7]=[CH:6][C:5]([Cl:8])=[CH:4][C:3]=1[C:9]([C:11]1[CH:16]=[CH:15][N:14]=[CH:13][N:12]=1)=[O:10].[C:17]([C:21]1[CH:26]=[CH:25][C:24]([S:27](Cl)(=[O:29])=[O:28])=[CH:23][CH:22]=1)([CH3:20])([CH3:19])[CH3:18]>>[C:17]([C:21]1[CH:26]=[CH:25][C:24]([S:27]([NH:1][C:2]2[CH:7]=[CH:6][C:5]([Cl:8])=[CH:4][C:3]=2[C:9]([C:11]2[CH:16]=[CH:15][N:14]=[CH:13][N:12]=2)=[O:10])(=[O:29])=[O:28])=[CH:23][CH:22]=1)([CH3:20])([CH3:18])[CH3:19]. Reported procedure: The title compound was prepared according to the general procedure for the synthesis of N-Aryl-benzenesulfonamides previously described using 116 mg of (2-Amino-5-chloro-phenyl)-pyrimidin-4-yl-methanone and 116 mg of 4-tert-butyl-benzenesulfonyl chloride. 1H-NMR (400 MHz, CDCl3): δ 1.23 (s, 9H), 7.40 (d, 2H, J=8.4 Hz), 7.51 (dd, 1H, J=8.8 Hz, 2 Hz), 7.71-7.80 (m, 6H), 9.03 (d, 1H, J=4.8 Hz), 9.33 (d, 1.2 Hz), 10.91 (b, 1H). MS:m/z 434.0 (M++1). The reactants are C(C)(C)(C)OC(=O)N1CC(CCC1)C(=O)NC1=CC=CC=C1 (1-t-butoxycarbonyl-3-piperidinecarboxanilide), Cl (hydrochloride). The product is Cl.N1CC(CCC1)C(=O)NC1=CC=CC=C1 (3-piperidinecarboxanilide hydrochloride). The yield is 54.3%. As a reaction SMILES: C(OC([N:8]1[CH2:13][CH2:12][CH2:11][CH:10]([C:14]([NH:16][C:17]2[CH:22]=[CH:21][CH:20]=[CH:19][CH:18]=2)=[O:15])[CH2:9]1)=O)(C)(C)C.[ClH:23]>>[ClH:23].[NH:8]1[CH2:13][CH2:12][CH2:11][CH:10]([C:14]([NH:16][C:17]2[CH:22]=[CH:21][CH:20]=[CH:19][CH:18]=2)=[O:15])[CH2:9]1 |f:2.3|. Procedure: A solution of 1-t-butoxycarbonyl-3-piperidinecarboxanilide (437 mg, 1.43 mmol) and hydrochloride (1 ml, 4.00 mmol, 4N ethyl acetate) was stirred for several hours. Filtration of the precipitate gave 3-piperidinecarboxanilide hydrochloride (187 mg, 55%). Starting materials: N(=O)[O-].[Na+] (sodium nitrite), Cl.COC(CC=1N=CNC1)=O ((1H-imidazol-4-yl)-acetic acid methyl ester hydrochloride), COC(C1=CC=C(C=C1)N)=O (4-amino-benzoic acid methyl ester). Solvent: B([O-])([O-])[O-].B([O-])([O-])[O-].B([O-])([O-])[O-].B([O-])([O-])[O-].[Na+].[Na+].[Na+].[Na+].[Na+].[Na+].[Na+].[Na+].[Na+].[Na+].[Na+].[Na+] (sodium tetraborate), Cl (HCl). Conditions: temperature 0 celsius, time 30 minute. Product: COC(C1=CC=C(C=C1)N=NC=1NC=C(N1)CC(=O)OC)=O (4-(4-Methoxycarbonylmethyl-1H-imidazol-2-ylazo)-benzoic acid methyl ester). RXN SMILES: [N:1]([O-])=O.[Na+].[CH3:5][O:6][C:7](=[O:15])[C:8]1[CH:13]=[CH:12][C:11]([NH2:14])=[CH:10][CH:9]=1.Cl.[CH3:17][O:18][C:19](=[O:26])[CH2:20][C:21]1[N:22]=[CH:23][NH:24][CH:25]=1>Cl.B([O-])([O-])[O-].B([O-])([O-])[O-].B([O-])([O-])[O-].B([O-])([O-])[O-].[Na+].[Na+].[Na+].[Na+].[Na+].[Na+].[Na+].[Na+].[Na+].[Na+].[Na+].[Na+]>[CH3:5][O:6][C:7](=[O:15])[C:8]1[CH:13]=[CH:12][C:11]([N:14]=[N:1][C:23]2[NH:24][CH:25]=[C:21]([CH2:20][C:19]([O:18][CH3:17])=[O:26])[N:22]=2)=[CH:10][CH:9]=1 |f:0.1,3.4,6.7.8.9.10.11.12.13.14.15.16.17.18.19.20.21|. Procedure details: An aqueous solution (5.1 mL) of sodium nitrite (4.5 mmol, 311 mg) was cooled in an ice bath and added to a mixture of 694 mg (4.5 mmol) of 4-amino-benzoic acid methyl ester in 2.36 N aq. HCl (7.5 mL) at 0° C. The mixture was stirred at 0° C. for 30 min, and the reaction mixture was added to a mixture of 795 mg (4.5 mmol) of (1H-imidazol-4-yl)-acetic acid methyl ester hydrochloride in saturated aqueous sodium tetraborate solution (150 mL). The mixture was stirred at 0° C. for 1.5 h and slowly war...